Dataset: the Open Reaction Database (ORD), a public repository of structured organic reaction records. Task: describe an organic reaction: reactants, conditions, products, and yield The reactants are NC1=C(C(=NS1)C1=CC=C(C=C1)[N+](=O)[O-])C#N (5-amino-3-(4-nitrophenyl)isothiazole-4-carbonitrile), C([O-])([O-])=O.[K+].[K+] (potassium carbonate), COC(CCCN=C=O)=O (4-isocyanato-butyric acid methyl ester). Reported procedure: A solution of 5-amino-3-(4-nitrophenyl)isothiazole-4-carbonitrile (25.0 g, 0.101 mol) in tetrahydrofuran (300 mL) dimethylsulfoxide (40 mL) at ambient temperature was treated with potassium carbonate (35.0 g, 0.25 mol). The resulting mixture was stirred at ambient temperature for 15 min. The reaction mixture was treated with 4-isocyanato-butyric acid methyl ester (21.8 g, 0.15 mol) at ambient temperature. The mixture was stirred at ambient temperature overnight. The reaction mixture was filtered... Solvent: O1CCCC1 (tetrahydrofuran). As a reaction SMILES: [NH2:1][C:2]1[S:6][N:5]=[C:4]([C:7]2[CH:12]=[CH:11][C:10]([N+:13]([O-:15])=[O:14])=[CH:9][CH:8]=2)[C:3]=1[C:16]#[N:17].C(=O)([O-])[O-].[K+].[K+].[CH3:24][O:25][C:26](=[O:33])[CH2:27][CH2:28][CH2:29][N:30]=[C:31]=[O:32]>O1CCCC1>[C:16]([C:3]1[C:4]([C:7]2[CH:8]=[CH:9][C:10]([N+:13]([O-:15])=[O:14])=[CH:11][CH:12]=2)=[N:5][S:6][C:2]=1[NH:1][C:31]([NH:30][CH2:29][CH2:28][CH2:27][C:26]([O:25][CH3:24])=[O:33])=[O:32])#[N:17] |f:1.2.3|. Conditions: time 15 minute. The product is C(#N)C=1C(=NSC1NC(=O)NCCCC(=O)OC)C1=CC=C(C=C1)[N+](=O)[O-] (Methyl 4-[({[4-cyano-3-(4-nitrophenyl)isothiazol-5-yl]amino}carbonyl)amino]butanoate). Yield: 80.1%. The reactants are CCOC(=O)c1c(C)nn2c(C3CCCCC3)c(-c3ccc(F)cc3)cnc12, [Li+], C1CCOC1, [OH-]. Yields the product Cc1nn2c(C3CCCCC3)c(-c3ccc(F)cc3)cnc2c1C(=O)O. RXN SMILES: [CH2:1]([CH3:2])[O:3][C:4](=[O:5])[c:6]1[c:7]([CH3:28])[n:8][n:9]2[c:10]1[n:11][cH:12][c:13](-[c:21]1[cH:22][cH:23][c:24]([F:27])[cH:25][cH:26]1)[c:14]2[CH:15]1[CH2:16][CH2:17][CH2:18][CH2:19][CH2:20]1.[Li+:30].[O:31]1[CH2:32][CH2:33][CH2:34][CH2:35]1.[OH-:29]>>[O:3]=[C:4]([OH:5])[c:6]1[c:7]([CH3:28])[n:8][n:9]2[c:10]1[n:11][cH:12][c:13](-[c:21]1[cH:22][cH:23][c:24]([F:27])[cH:25][cH:26]1)[c:14]2[CH:15]1[CH2:16][CH2:17][CH2:18][CH2:19][CH2:20]1.